From a dataset of the Open Reaction Database (ORD), a public repository of structured organic reaction records. describe an organic reaction: reactants, conditions, products, and yield Starting materials: [K+].[Br-] (KBr), C(C1=CC=CC=C1)C1=CC=C(N1)C(=O)N[C@@H](C)C(=O)NC(CC(=O)O)C=O (3-[N-(5-Benzylpyrrole-2-carbonyl)-L-alaninyl]amino-4-oxobutanoic acid), 35b, CO (methanol), compound 36a. The product is C(C1=CC=CC=C1)C1=CC=C(N1)C(=O)O (5-Benzylpyrrole-2-carboxylic acid). Reaction SMILES: [CH2:1]([C:8]1[NH:12][C:11]([C:13](N[C@H](C(NC(C=O)CC(O)=O)=O)C)=[O:14])=[CH:10][CH:9]=1)[C:2]1[CH:7]=[CH:6][CH:5]=[CH:4][CH:3]=1.[K+].[Br-].C[OH:31]>>[CH2:1]([C:8]1[NH:12][C:11]([C:13]([OH:14])=[O:31])=[CH:10][CH:9]=1)[C:2]1[CH:3]=[CH:4][CH:5]=[CH:6][CH:7]=1 |f:1.2|. Reported procedure: 3-[N-(5-Benzylpyrrole-2-carbonyl)-L-alaninyl]amino-4-oxobutanoic acid (36b), was prepared (41%) from 35b by the method described for compound 36a, to afford an off white solid: mp. 109-112° C.; [α]D25 +6.3° (c 0.3, methanol); IR (KBr) 3368, 1724, 1630, 1530, 1453, 1414, 1233, 1049; 1H NMR(d4 methanol) δ 7.25-7.11 (5H, m), 6.76 (1H, d, J=3.5), 5.84 (1H, d, J=3.5), 4.51 (1H, m), 4.43 (1H, q, J=7.1), 4.23 (1H, m), 2.5 (2H, m),1.35 (3H, d, J=7.0). Anal. Calcd for C19H21N3O5. 1.75H2O: C, 56.64; H, 6.... The reactants are COCn1cc2cc(C=C(OC(C)=O)C(=O)OC)cc(C)c2n1, ClCCl, O=S(=O)([O-])C(F)(F)F, [Rh+]. Product: COCn1cc2cc(CC(OC(C)=O)C(=O)OC)cc(C)c2n1. Reaction SMILES: [C:1]([CH3:2])(=[O:3])[O:4][C:5]([C:6](=[O:7])[O:8][CH3:9])=[CH:10][c:11]1[cH:12][c:13]2[cH:14][n:15]([CH2:21][O:22][CH3:23])[n:16][c:17]2[c:18]([CH3:20])[cH:19]1.[Cl:24][CH2:25][Cl:26].[F:27][C:28]([S:29]([O-:30])(=[O:31])=[O:32])([F:33])[F:34].[Rh+:35]>>[C:1]([CH3:2])(=[O:3])[O:4][CH:5]([C:6](=[O:7])[O:8][CH3:9])[CH2:10][c:11]1[cH:12][c:13]2[cH:14][n:15]([CH2:21][O:22][CH3:23])[n:16][c:17]2[c:18]([CH3:20])[cH:19]1.